This data is from the Open Reaction Database (ORD), a public repository of structured organic reaction records. The task is: describe an organic reaction: reactants, conditions, products, and yield The reactants are Cl (hydrochloric acid), FC=1C=C(C=C(C1[N+](=O)[O-])OC)C(C(=O)OC(C)(C)C)C(=O)OC(C)(C)C (di-tert-butyl 3-fluoro-5-methoxy-4-nitrophenylmalonate), Cl (HCl). Run in C(C)(=O)O (Acetic acid). Yields the product FC=1C=C(C=C(C1[N+](=O)[O-])OC)CC(=O)O (3-fluoro-5-methoxy-4-nitrophenylacetic acid). RXN SMILES: Cl.[F:2][C:3]1[CH:4]=[C:5]([CH:14](C(OC(C)(C)C)=O)[C:15]([O:17]C(C)(C)C)=[O:16])[CH:6]=[C:7]([O:12][CH3:13])[C:8]=1[N+:9]([O-:11])=[O:10]>C(O)(=O)C>[F:2][C:3]1[CH:4]=[C:5]([CH2:14][C:15]([OH:17])=[O:16])[CH:6]=[C:7]([O:12][CH3:13])[C:8]=1[N+:9]([O-:11])=[O:10]. Procedure: Acetic acid (7 ml) and concentrated hydrochloric acid (7 ml) were added to di-tert-butyl 3-fluoro-5-methoxy-4-nitrophenylmalonate (4.88 g, 12.7 mmol). The mixture was heated under reflux for 15 hours under stirring. After cooling, the reaction mixture was distilled under reduced pressure to remove the solvent. To the residue were added 1N NaOH (200 ml) and ether (200 ml) to separate it into layers. The water layer thus obtained was acidified with 1N HCl, followed by extraction with ether (200 ml... Starting materials: O (water), C1=CC(=CC=C1[C@H](C(=O)O)N)O (D-p-hydroxyphenylglycine), MgO, O1CCOCC1 (dioxane), C(C)(C)(C)OC(=O)N=[N+]=[N-] (T-butoxycarbonyl azide). Product: C(C)(C)(C)OC(=O)N(CC(=O)O)C1=CC=C(C=C1)O (N-t-butoxycarbonyl-p-hydroxyphenyl-glycine). As a reaction SMILES: [CH:1]1[C:6]([C@@H](N)C(O)=O)=[CH:5][CH:4]=[C:3]([OH:12])[CH:2]=1.[C:13]([O:17][C:18]([N:20]=[N+]=[N-])=[O:19])([CH3:16])([CH3:15])[CH3:14].[OH2:23].[O:24]1[CH2:29][CH2:28]OCC1>>[C:13]([O:17][C:18]([N:20]([C:6]1[CH:1]=[CH:2][C:3]([OH:12])=[CH:4][CH:5]=1)[CH2:28][C:29]([OH:24])=[O:23])=[O:19])([CH3:16])([CH3:15])[CH3:14]. Reported procedure: An intimate mixture of D-p-hydroxyphenylglycine (3.34 g., 0.02 mol.) and MgO (1.61 g., 0.04 mol.) was suspended in 50% aqueous dioxane with stirring and T-butoxycarbonyl azide (5.72 g., 0.04 mol.) was added along with additional solvent (10 ml.). The reaction mixture was heated with stirring at 50° for 18 hours and then poured into cold water (250 ml.). The resultant solution was filtered, decolorized and extracted with ethyl acetate. The aqueous phase was covered with fresh ethyl acetate, coole...